This data is from the Open Reaction Database (ORD), a public repository of structured organic reaction records. The task is: describe an organic reaction: reactants, conditions, products, and yield Reactants: OCc1cc(Br)ccn1, C=C[Sn](CCCC)(CCCC)CCCC, Cc1ccccc1, Cl[Pd]Cl, c1ccc(P(c2ccccc2)c2ccccc2)cc1, c1ccc(P(c2ccccc2)c2ccccc2)cc1. Yields the product C=Cc1ccnc(CO)c1. Reaction SMILES: [Br:1][c:2]1[cH:3][c:4]([CH2:8][OH:9])[n:5][cH:6][cH:7]1.[CH2:10]([CH2:11][CH2:23][CH3:24])[Sn:12]([CH2:13][CH2:14][CH2:15][CH3:16])([CH2:17][CH2:18][CH2:19][CH3:20])[CH:21]=[CH2:22].[CH3:25][c:26]1[cH:27][cH:28][cH:29][cH:30][cH:31]1.[Pd:32]([Cl:33])[Cl:34].[c:35]1([P:36]([c:37]2[cH:38][cH:39][cH:40][cH:41][cH:42]2)[c:43]2[cH:44][cH:45][cH:46][cH:47][cH:48]2)[cH:49][cH:50][cH:51][cH:52][cH:53]1.[c:54]1([P:55]([c:56]2[cH:57][cH:58][cH:59][cH:60][cH:61]2)[c:62]2[cH:63][cH:64][cH:65][cH:66][cH:67]2)[cH:68][cH:69][cH:70][cH:71][cH:72]1>>[c:2]1([CH:10]=[CH2:11])[cH:3][c:4]([CH2:8][OH:9])[n:5][cH:6][cH:7]1. Reactants: COC(C(OC)P(=O)(OCC)OCC)=O ((diethoxyphosphoryl)-methoxy acetic acid methyl ester), [Li+].C[O-] (lithium methylat), CC1=C(N=C(O1)C1=CC=CC=C1)CCOC1=CC=C(C=2SC=CC21)C=O (4-[2-(5-methyl-2-phenyl-oxazol-4-yl)-ethoxy]-benzo[b]thiophen-7-carbaldehyde). Run in CN(C)C=O (DMF). Reaction conditions: temperature 75 celsius. The product is COC(/C(=C/C1=CC=C(C2=C1SC=C2)OCCC=2N=C(OC2C)C2=CC=CC=C2)/OC)=O ((Z)-2-Methoxy-3-{4-[2-(5-methyl-2-phenyl-oxazol-4-yl)-ethoxy]-benzo [b]thiophen-7-yl}-acrylic acid methyl ester). Isolated yield 56.9%. Reaction SMILES: [CH3:1][O:2][C:3](=[O:15])[CH:4](P(OCC)(OCC)=O)[O:5][CH3:6].[Li+].C[O-].[CH3:19][C:20]1[O:24][C:23]([C:25]2[CH:30]=[CH:29][CH:28]=[CH:27][CH:26]=2)=[N:22][C:21]=1[CH2:31][CH2:32][O:33][C:34]1[C:42]2[CH:41]=[CH:40][S:39][C:38]=2[C:37]([CH:43]=O)=[CH:36][CH:35]=1>CN(C=O)C>[CH3:1][O:2][C:3](=[O:15])/[C:4](/[O:5][CH3:6])=[CH:43]/[C:37]1[C:38]2[S:39][CH:40]=[CH:41][C:42]=2[C:34]([O:33][CH2:32][CH2:31][C:21]2[N:22]=[C:23]([C:25]3[CH:30]=[CH:29][CH:28]=[CH:27][CH:26]=3)[O:24][C:20]=2[CH3:19])=[CH:35][CH:36]=1 |f:1.2|. Procedure: A suspension of 6.07 g (20.2 mmol) of (diethoxyphosphoryl)-methoxy acetic acid methyl ester (H. Gross, Justus Liebigs Ann. Chem. 1967, 707, 35-43), 0.86 g of lithium methylat (21.6 mmol) and 5.00 g of 4-[2-(5-methyl-2-phenyl-oxazol-4-yl)-ethoxy]-benzo[b]thiophen-7-carbaldehyde (13.5 mmol) in 50 ml of DMF was heated for 21 h at 75° C. The suspension was cooled to 0° C., the solid filtered off and washed with 30 ml of cold (−15° C.) ethanol. The filter cake was dissolved in a mixture of 100 ml dic... The reactants are C(C)#N.O (acetonitrile water), aqueous solution, Cl (hydrochloric acid), C(C1=CC=CC=C1)OC1=NC=CC2=CC(=C(C=C12)Cl)OC1CCC(CC1)C(C1=CC=C(C=C1)OC)N (C-[4-(1-benzyloxy-7-chloro-isoquinolin-6-yloxy)-cyclohexyl]-C-(4-methoxy-phenyl)-methylamine). The solvent is C(C)(C)O (isopropanol). Conditions: time 8 hour. Yields the product NC(C1CCC(CC1)OC=1C=C2C=CNC(C2=CC1Cl)=O)C1=CC=C(C=C1)OC (6-{4-[Amino-(4-methoxy-phenyl)-methyl]-cyclohexyloxy}-7-chloro-2H-isoquinolin-1-one), hydrochloride salt. As a reaction SMILES: Cl.C([O:9][C:10]1[C:19]2[C:14](=[CH:15][C:16]([O:21][CH:22]3[CH2:27][CH2:26][CH:25]([CH:28]([NH2:37])[C:29]4[CH:34]=[CH:33][C:32]([O:35][CH3:36])=[CH:31][CH:30]=4)[CH2:24][CH2:23]3)=[C:17]([Cl:20])[CH:18]=2)[CH:13]=[CH:12][N:11]=1)C1C=CC=CC=1.C(#N)C.O>C(O)(C)C>[NH2:37][CH:28]([C:29]1[CH:34]=[CH:33][C:32]([O:35][CH3:36])=[CH:31][CH:30]=1)[CH:25]1[CH2:24][CH2:23][CH:22]([O:21][C:16]2[CH:15]=[C:14]3[C:19](=[CH:18][C:17]=2[Cl:20])[C:10](=[O:9])[NH:11][CH:12]=[CH:13]3)[CH2:27][CH2:26]1 |f:2.3|. Procedure: A 2M aqueous solution of hydrochloric acid (3.8 mL) was added to a solution of C-[4-(1-benzyloxy-7-chloro-isoquinolin-6-yloxy)-cyclohexyl]-C-(4-methoxy-phenyl)-methylamine (36, 40 mg, 0.08 mmol) in isopropanol (4 mL). The reaction mixture was stirred overnight. Isopropanol was removed under reduced pressure and the remaining aqueous solution freeze dried to give crude product as an amorphous powder. This was treated twice with acetonitrile/water and freeze dried to give the desired product as a ... Starting materials: CNC(=O)N1N=C(c2ccc([N+](=O)[O-])c(C)c2)c2cc(Cl)ccc2C=C1C, CO, ClCCl, NN, O. Yields the product CNC(=O)N1N=C(c2ccc(N)c(C)c2)c2cc(Cl)ccc2C=C1C. Reaction SMILES: [CH3:1][NH:2][C:3](=[O:4])[N:5]1[N:6]=[C:7]([c:18]2[cH:19][c:20]([CH3:27])[c:21]([N+:24]([O-:25])=[O:26])[cH:22][cH:23]2)[c:8]2[c:9]([cH:13][cH:14][c:15]([Cl:17])[cH:16]2)[CH:10]=[C:11]1[CH3:12].[CH3:31][OH:32].[Cl:33][CH2:34][Cl:35].[NH2:29][NH2:30].[OH2:28]>>[CH3:1][NH:2][C:3](=[O:4])[N:5]1[N:6]=[C:7]([c:18]2[cH:19][c:20]([CH3:27])[c:21]([NH2:24])[cH:22][cH:23]2)[c:8]2[c:9]([cH:13][cH:14][c:15]([Cl:17])[cH:16]2)[CH:10]=[C:11]1[CH3:12]. The reactants are C1(=CC=CC=C1)COC(C1=CC(=CC(=C1)OCCCCC(=O)OC)OCCCCCCCCCCCCCCCCCC)=O (3-(octadecyloxy)-5-[(5-methoxy-5-oxopentyl)oxy]benzoic acid phenylmethyl ester), [H][H] (hydrogen). Reagents/catalysts: [Pd] (palladium on carbon). Solvent: C1CCOC1 (THF). Yields the product C(CCCCCCCCCCCCCCCCC)OC=1C=C(C(=O)O)C=C(C1)OCCCCC(=O)OC (3-(octadecyloxy)-5-[(5-methoxy-5-oxopentyl)oxy]benzoic acid). Yield: 97.3%. Reaction SMILES: C1(C[O:8][C:9](=[O:44])[C:10]2[CH:15]=[C:14]([O:16][CH2:17][CH2:18][CH2:19][CH2:20][C:21]([O:23][CH3:24])=[O:22])[CH:13]=[C:12]([O:25][CH2:26][CH2:27][CH2:28][CH2:29][CH2:30][CH2:31][CH2:32][CH2:33][CH2:34][CH2:35][CH2:36][CH2:37][CH2:38][CH2:39][CH2:40][CH2:41][CH2:42][CH3:43])[CH:11]=2)C=CC=CC=1.[H][H]>[Pd].C1COCC1>[CH2:26]([O:25][C:12]1[CH:11]=[C:10]([CH:15]=[C:14]([O:16][CH2:17][CH2:18][CH2:19][CH2:20][C:21]([O:23][CH3:24])=[O:22])[CH:13]=1)[C:9]([OH:44])=[O:8])[CH2:27][CH2:28][CH2:29][CH2:30][CH2:31][CH2:32][CH2:33][CH2:34][CH2:35][CH2:36][CH2:37][CH2:38][CH2:39][CH2:40][CH2:41][CH2:42][CH3:43]. Reported procedure: A mixture of 11.3 g of 3-(octadecyloxy)-5-[(5-methoxy-5-oxopentyl)oxy]benzoic acid phenylmethyl ester and 1.5 g of 10% palladium on carbon in 250 ml of THF was stirred in a hydrogen atmosphere at room temperature for 4 hours. The catalyst was removed by filtration and the filtrate was concentrated at reduced pressure to a solid which was triturated with hexane and filtered to give 9.37 g (98% yield, mp 68°-70°) of 3-(octadecyloxy)-5-[(5-methoxy-5-oxopentyl)oxy]benzoic acid.